This data is from the Open Reaction Database (ORD), a public repository of structured organic reaction records. The task is: describe an organic reaction: reactants, conditions, products, and yield Reactants: C(C)(C)(C)OC(NC1(CCC1)C1=CC=C(C=C1)C1=C(OC2=CC=C(C=C2C1=O)F)C1=CC=CC=C1)=O ({1-[4-(6-fluoro-4-oxo-2-phenyl-4H-chromen-3-yl)-phenyl]-cyclobutyl}-carbamic acid tert-butyl ester), IC1=C(OC2=CC(=C(C=C2C1=O)C)OC)C1=CC=CC=C1 (3-iodo-7-methoxy-6-methyl-2-phenyl-chromen-4-one). Yields the product C(C)(C)(C)OC(NC1(CCC1)C1=CC=C(C=C1)C1=C(OC2=CC(=C(C=C2C1=O)C)OC)C1=CC=CC=C1)=O ({1-[4-(7-Methoxy-6-methyl-4-oxo-2-phenyl-4H-chromen-3-yl)-phenyl]-cyclobutyl}-carbamic acid tert-butyl ester). Yield: 47.0%. Reaction SMILES: [C:1]([O:5][C:6](=[O:36])[NH:7][C:8]1([C:12]2[CH:17]=[CH:16][C:15](C3C(=O)C4C(=CC=C(F)C=4)OC=3C3C=CC=CC=3)=[CH:14][CH:13]=2)[CH2:11][CH2:10][CH2:9]1)([CH3:4])([CH3:3])[CH3:2].I[C:38]1[C:47](=[O:48])[C:46]2[C:41](=[CH:42][C:43]([O:50][CH3:51])=[C:44]([CH3:49])[CH:45]=2)[O:40][C:39]=1[C:52]1[CH:57]=[CH:56][CH:55]=[CH:54][CH:53]=1>>[C:1]([O:5][C:6](=[O:36])[NH:7][C:8]1([C:12]2[CH:13]=[CH:14][C:15]([C:38]3[C:47](=[O:48])[C:46]4[C:41](=[CH:42][C:43]([O:50][CH3:51])=[C:44]([CH3:49])[CH:45]=4)[O:40][C:39]=3[C:52]3[CH:57]=[CH:56][CH:55]=[CH:54][CH:53]=3)=[CH:16][CH:17]=2)[CH2:9][CH2:10][CH2:11]1)([CH3:4])([CH3:2])[CH3:3]. Procedure: Following the procedure used to prepare {1-[4-(6-fluoro-4-oxo-2-phenyl-4H-chromen-3-yl)-phenyl]-cyclobutyl}-carbamic acid tert-butyl ester, 3-iodo-7-methoxy-6-methyl-2-phenyl-chromen-4-one (78 mg, 0.20 mmol) was reacted to give the title compound (46 mg, 47%). 1H NMR (400 MHz, CDCl3): δ 8.20-7.98 (m, 1H), 7.44-7.15 (m, 9H), 6.86 (s, 1H), 5.05 (s, 1H), 3.94 (s, 3H), 2.61-2.44 (m, 4H), 2.33-2.28 (m, 3H), 2.14-1.98 (m, 1H), 1.91-1.75 (m, 1H), 1.49-1.12 (m, 9H).